The task is: describe an organic reaction: reactants, conditions, products, and yield. This data is from the Open Reaction Database (ORD), a public repository of structured organic reaction records. The reactants are CCCCCCC=CI, C#Cc1ccccc1. Product: CCCCCCC=CC#Cc1ccccc1. RXN SMILES: [I:1][CH:2]=[CH:3][CH2:4][CH2:5][CH2:6][CH2:7][CH2:8][CH3:9].[c:10]1([C:16]#[CH:17])[cH:11][cH:12][cH:13][cH:14][cH:15]1>>[CH:2](=[CH:3][CH2:4][CH2:5][CH2:6][CH2:7][CH2:8][CH3:9])[C:17]#[C:16][c:10]1[cH:11][cH:12][cH:13][cH:14][cH:15]1.